Dataset: the Open Reaction Database (ORD), a public repository of structured organic reaction records. Task: describe an organic reaction: reactants, conditions, products, and yield Product: CC(=O)N1CCc2cc(C(=O)Nc3cnc4ccccc4c3)ccc21. The reactants are CC(=O)Cl, CCN(C(C)C)C(C)C, ClCCCl, O=C(Nc1cnc2ccccc2c1)c1ccc2c(c1)CCN2. Reaction SMILES: [CH3:32][C:33]([Cl:34])=[O:35].[CH:23]([N:24]([CH2:25][CH3:26])[CH:27]([CH3:28])[CH3:29])([CH3:30])[CH3:31].[Cl:36][CH2:37][CH2:38][Cl:39].[n:1]1[cH:2][c:3]([NH:11][C:12](=[O:13])[c:14]2[cH:15][c:16]3[c:20]([cH:21][cH:22]2)[NH:19][CH2:18][CH2:17]3)[cH:4][c:5]2[cH:6][cH:7][cH:8][cH:9][c:10]12>>[n:1]1[cH:2][c:3]([NH:11][C:12](=[O:13])[c:14]2[cH:15][c:16]3[c:20]([cH:21][cH:22]2)[N:19]([C:33]([CH3:32])=[O:35])[CH2:18][CH2:17]3)[cH:4][c:5]2[cH:6][cH:7][cH:8][cH:9][c:10]12.